Dataset: the Open Reaction Database (ORD), a public repository of structured organic reaction records. Task: describe an organic reaction: reactants, conditions, products, and yield The reactants are ClC1=NC(=NC(=C1C1=CC=CC=C1)Cl)SC (4,6-dichloro-2-(methylthio)-5-phenylpyrimidine), ClC1=CC=C(C=C1)B(O)O (4-chlorophenylboronic acid), O (water), C(=O)([O-])[O-].[Na+].[Na+] (Na2CO3). The reagents and catalysts are C=1C=CC(=CC1)[P](C=2C=CC=CC2)(C=3C=CC=CC3)[Pd]([P](C=4C=CC=CC4)(C=5C=CC=CC5)C=6C=CC=CC6)([P](C=7C=CC=CC7)(C=8C=CC=CC8)C=9C=CC=CC9)[P](C=1C=CC=CC1)(C=1C=CC=CC1)C=1C=CC=CC1 (tetrakis(triphenylphosphine)palladium). The solvent is C1(=CC=CC=C1)C (toluene). Conditions: temperature 100 celsius, time 6 hour. The product is ClC1=NC(=NC(=C1C1=CC=CC=C1)C1=CC=C(C=C1)Cl)SC (4-chloro-6-(4-chlorophenyl)-2-(methylthio)-5-phenylpyrimidine). The yield is 35.1%. As a reaction SMILES: Cl[C:2]1[C:7]([C:8]2[CH:13]=[CH:12][CH:11]=[CH:10][CH:9]=2)=[C:6]([Cl:14])[N:5]=[C:4]([S:15][CH3:16])[N:3]=1.[Cl:17][C:18]1[CH:23]=[CH:22][C:21](B(O)O)=[CH:20][CH:19]=1.C([O-])([O-])=O.[Na+].[Na+].O>C1(C)C=CC=CC=1.C1C=CC([P]([Pd]([P](C2C=CC=CC=2)(C2C=CC=CC=2)C2C=CC=CC=2)([P](C2C=CC=CC=2)(C2C=CC=CC=2)C2C=CC=CC=2)[P](C2C=CC=CC=2)(C2C=CC=CC=2)C2C=CC=CC=2)(C2C=CC=CC=2)C2C=CC=CC=2)=CC=1>[Cl:14][C:6]1[C:7]([C:8]2[CH:13]=[CH:12][CH:11]=[CH:10][CH:9]=2)=[C:2]([C:21]2[CH:22]=[CH:23][C:18]([Cl:17])=[CH:19][CH:20]=2)[N:3]=[C:4]([S:15][CH3:16])[N:5]=1 |f:2.3.4,^1:44,46,65,84|. Procedure: To a mixture of 4,6-dichloro-2-(methylthio)-5-phenylpyrimidine (2.71 g, 10.0 mmol), 4-chlorophenylboronic acid (1.72 g, 11.0 mmol) and tetrakis(triphenylphosphine)palladium (578 mg, 0.50 mmol) in toluene (25 mL) at room temperature under argon was added aqueous Na2CO3 solution (2 M, 10 mL, 20.0 mmol). The resulting reaction mixture was stirred at 100° C. under argon for 6 h, after which time analysis by HPLC/MS indicated that the reaction was complete. After cooling the reaction mixture to room ... Starting materials: Zn Cu, CCOC(=O)C (AcOEt), C(I)I (CH2I2), C(C)OC(CC(=C)C)=O (3-methyl-but-3-enoic acid ethyl ester). Solvent: C(C)OCC (diethyl ether). Reaction conditions: temperature 60 celsius. Yields the product C(C)OC(CC1(CC1)C)=O ((1-methyl-cyclopropyl)-acetic acid ethyl ester). Reaction SMILES: C(I)I.[CH2:4]([O:6][C:7](=[O:12])[CH2:8][C:9]([CH3:11])=[CH2:10])[CH3:5].[CH3:13]COC(C)=O>C(OCC)C>[CH2:4]([O:6][C:7](=[O:12])[CH2:8][C:9]1([CH3:13])[CH2:11][CH2:10]1)[CH3:5]. Procedure: Zn—Cu couple (10.726 g) suspended in diethyl ether (20 ml) was treated at RT under an argon atmosphere with CH2I2 (14.86 g) and 3-methyl-but-3-enoic acid ethyl ester (3.9 g) and heated in a closed reaction vial at 60° C. for 20 h. The mixture was then cooled to RT, AcOEt (50 ml) were added and reaction mixture was filtered. The filter cake was washed with AcOEt, the combined filtrates washed with water (125 ml), dried over MgSO4 and then evaporated (applying a 40 mbar vacuum). This gave the desi... The solvent is CC(=O)C (acetone). Isolated yield 88.1%. Reactants: O (Water), IC1=CC=C(C=C1)OC (4-iodoanisole), C(C1=CC=CC=C1)Br (benzyl bromide), C([O-])([O-])=O.[K+].[K+] (potassium carbonate). As a reaction SMILES: [I:1][C:2]1[CH:7]=[CH:6][C:5]([O:8][CH3:9])=[CH:4][CH:3]=1.C(Br)[C:11]1[CH:16]=[CH:15][CH:14]=[CH:13][CH:12]=1.C(=O)([O-])[O-].[K+].[K+].O>CC(C)=O>[I:1][C:2]1[CH:7]=[CH:6][C:5]([O:8][CH2:9][C:11]2[CH:16]=[CH:15][CH:14]=[CH:13][CH:12]=2)=[CH:4][CH:3]=1 |f:2.3.4|. Procedure: 4-iodoanisole (10.12 g, 0.046 mole), benzyl bromide (8.00 g, 0.046 mole), and potassium carbonate (6.31 g, 0.046 mole) in acetone (20 ml) were refluxed for 24 hours. Water was added and the aqueous layer extracted with ether (3×100 ml). The combined organic layers were washed with 2M NAOH (2×150 ml) and dried over anhydrous potassium carbonate. Evaporation of the solvent followed by crystallisation from methanol yielded 12.57 g (88%) benzyl 4-iodophenyl ether. Yields the product IC1=CC=C(C=C1)OCC1=CC=CC=C1 (benzyl 4-iodophenyl ether). Reactants: CC(=O)OC(C)=O, CC(=O)O, CN(C)c1ccncc1, C#CC1(O)C=CC2C3CCC4=CC(=O)CCC4C3C(Cl)CC21CC, c1ccncc1. Yields the product C#CC1(OC(C)=O)C=CC2C3CCC4=CC(=O)CCC4C3C(Cl)CC21CC. As a reaction SMILES: [CH3:25][C:26](=[O:27])[O:28][C:29](=[O:30])[CH3:31].[CH3:32][C:33](=[O:34])[OH:35].[CH3:42][N:43]([CH3:44])[c:45]1[cH:46][cH:47][n:48][cH:49][cH:50]1.[Cl:1][CH:2]1[CH:3]2[CH:4]3[CH2:5][CH2:6][C:7](=[O:24])[CH:8]=[C:9]3[CH2:10][CH2:11][CH:12]2[CH:13]2[CH:14]=[CH:15][C:16]([OH:21])([C:22]#[CH:23])[C:17]2([CH2:18][CH3:19])[CH2:20]1.[cH:36]1[cH:37][cH:38][n:39][cH:40][cH:41]1>>[Cl:1][CH:2]1[CH:3]2[CH:4]3[CH2:5][CH2:6][C:7](=[O:24])[CH:8]=[C:9]3[CH2:10][CH2:11][CH:12]2[CH:13]2[CH:14]=[CH:15][C:16]([O:21][C:26]([CH3:25])=[O:27])([C:22]#[CH:23])[C:17]2([CH2:18][CH3:19])[CH2:20]1. The reactants are Cc1cc(NC(=O)OC(C)(C)C)c(NC(=O)CC(=O)c2cccc(-c3ccccn3)c2)cc1Cl, ClCCl, O=C(O)C(F)(F)F. The product is Cc1cc2c(cc1Cl)NC(=O)CC(c1cccc(-c3ccccn3)c1)=N2. Reaction SMILES: [C:1]([O:2][C:3](=[O:4])[NH:7][c:8]1[c:9]([NH:16][C:17]([CH2:18][C:19](=[O:5])[c:20]2[cH:21][c:22](-[c:26]3[n:27][cH:28][cH:29][cH:30][cH:31]3)[cH:23][cH:24][cH:25]2)=[O:33])[cH:10][c:11]([Cl:15])[c:12]([CH3:14])[cH:13]1)([CH3:6])([CH3:32])[CH3:34].[Cl:42][CH2:43][Cl:44].[F:35][C:36]([F:37])([F:38])[C:39]([OH:40])=[O:41]>>[N:7]1=[C:19]([c:20]2[cH:21][c:22](-[c:26]3[n:27][cH:28][cH:29][cH:30][cH:31]3)[cH:23][cH:24][cH:25]2)[CH2:18][C:17](=[O:33])[NH:16][c:9]2[c:8]1[cH:13][c:12]([CH3:14])[c:11]([Cl:15])[cH:10]2. Reactants: CCOC(=O)C=CC=C(c1ccc(F)cc1)c1ccc(F)cc1, CCCCCC, CO, ClCCl, [Na+], [OH-]. Yields the product O=C(O)C=CC=C(c1ccc(F)cc1)c1ccc(F)cc1. Reaction SMILES: [CH2:1]([CH3:2])[O:3][C:4]([CH:5]=[CH:6][CH:7]=[C:8]([c:9]1[cH:10][cH:11][c:12]([F:15])[cH:13][cH:14]1)[c:16]1[cH:17][cH:18][c:19]([F:22])[cH:20][cH:21]1)=[O:23].[CH3:26][CH2:27][CH2:28][CH2:29][CH2:30][CH3:31].[CH3:35][OH:36].[Cl:32][CH2:33][Cl:34].[Na+:25].[OH-:24]>>[O:3]=[C:4]([CH:5]=[CH:6][CH:7]=[C:8]([c:9]1[cH:10][cH:11][c:12]([F:15])[cH:13][cH:14]1)[c:16]1[cH:17][cH:18][c:19]([F:22])[cH:20][cH:21]1)[OH:23]. Starting materials: CCOC(=O)C1(CCOC)CCC(O)CC1, NCc1ccc(OC(F)(F)F)cc1. Product: O=C1N(Cc2ccc(OC(F)(F)F)cc2)CCC12CCC(O)CC2. As a reaction SMILES: [CH2:1]([O:2][C:4](=[O:5])[C:6]1([CH2:13][CH2:14][O:3][CH3:15])[CH2:7][CH2:8][CH:9]([OH:12])[CH2:10][CH2:11]1)[CH3:16].[F:17][C:18]([O:19][c:20]1[cH:21][cH:22][c:23]([CH2:24][NH2:25])[cH:26][cH:27]1)([F:28])[F:29]>>[C:4]1(=[O:5])[C:6]2([CH2:7][CH2:8][CH:9]([OH:12])[CH2:10][CH2:11]2)[CH2:13][CH2:14][N:25]1[CH2:24][c:23]1[cH:22][cH:21][c:20]([O:19][C:18]([F:17])([F:28])[F:29])[cH:27][cH:26]1. Starting materials: CN(C(=O)Cl)c1ccccc1, On1cc(Br)cn1. Yields the product CN(C(=O)On1cc(Br)cn1)c1ccccc1. Reaction SMILES: [CH3:8][N:9]([C:10](=[O:11])[Cl:12])[c:13]1[cH:14][cH:15][cH:16][cH:17][cH:18]1.[OH:1][n:2]1[n:3][cH:4][c:5]([Br:7])[cH:6]1>>[O:1]([n:2]1[n:3][cH:4][c:5]([Br:7])[cH:6]1)[C:10]([N:9]([CH3:8])[c:13]1[cH:14][cH:15][cH:16][cH:17][cH:18]1)=[O:11]. Starting materials: Cc1cc(Br)cc(C)c1C(=O)O, [Cl-], O=C(OC1CCN(C2CCNCC2)CC1)c1ccccc1. Product: Cc1cc(Br)cc(C)c1C(=O)N1CCC(N2CCC(OC(=O)c3ccccc3)CC2)CC1. As a reaction SMILES: [Br:1][c:2]1[cH:3][c:4]([CH3:12])[c:5]([C:6](=[O:7])[OH:8])[c:9]([CH3:11])[cH:10]1.[Cl-:13].[N:14]1([CH:29]2[CH2:30][CH2:31][NH:32][CH2:33][CH2:34]2)[CH2:15][CH2:16][CH:17]([O:20][C:21]([c:22]2[cH:23][cH:24][cH:25][cH:26][cH:27]2)=[O:28])[CH2:18][CH2:19]1>>[Br:1][c:2]1[cH:3][c:4]([CH3:12])[c:5]([C:6](=[O:8])[N:32]2[CH2:31][CH2:30][CH:29]([N:14]3[CH2:15][CH2:16][CH:17]([O:20][C:21]([c:22]4[cH:23][cH:24][cH:25][cH:26][cH:27]4)=[O:28])[CH2:18][CH2:19]3)[CH2:34][CH2:33]2)[c:9]([CH3:11])[cH:10]1.